The task is: describe an organic reaction: reactants, conditions, products, and yield. This data is from the Open Reaction Database (ORD), a public repository of structured organic reaction records. Reactants: CC(=O)[O-], [NH4+], [Na+], CC(C)(C)OC(=O)N1CCC(CCn2cnc3c(Oc4ccccc4)nc4ccccc4c32)CC1, [OH-], O. The product is CC(C)(C)OC(=O)N1CCC(CCn2cnc3c(N)nc4ccccc4c32)CC1. As a reaction SMILES: [CH3:37][C:38](=[O:39])[O-:40].[NH4+:36].[Na+:42].[O:1]([c:2]1[cH:3][cH:4][cH:5][cH:6][cH:7]1)[c:8]1[n:9][c:10]2[cH:11][cH:12][cH:13][cH:14][c:15]2[c:16]2[c:17]1[n:18][cH:19][n:20]2[CH2:21][CH2:22][CH:23]1[CH2:24][CH2:25][N:26]([C:29](=[O:30])[O:31][C:32]([CH3:33])([CH3:34])[CH3:35])[CH2:27][CH2:28]1.[OH-:41].[OH2:43]>>[c:8]1([NH2:36])[n:9][c:10]2[cH:11][cH:12][cH:13][cH:14][c:15]2[c:16]2[c:17]1[n:18][cH:19][n:20]2[CH2:21][CH2:22][CH:23]1[CH2:24][CH2:25][N:26]([C:29](=[O:30])[O:31][C:32]([CH3:33])([CH3:34])[CH3:35])[CH2:27][CH2:28]1. Starting materials: CO, [H][H], CC(Cc1cccc(CN=[N+]=[N-])c1)Nc1nccc(N2CCCn3c2nc(-c2ccccc2)cc3=O)n1. Product: CC(Cc1cccc(CN)c1)Nc1nccc(N2CCCn3c2nc(-c2ccccc2)cc3=O)n1. RXN SMILES: [CH3:40][OH:41].[H:38][H:39].[N:1](=[N+:2]=[N-:3])[CH2:4][c:5]1[cH:6][c:7]([CH2:11][CH:12]([CH3:13])[NH:14][c:15]2[n:16][cH:17][cH:18][c:19]([N:21]3[CH2:22][CH2:23][CH2:24][n:25]4[c:26]3[n:27][c:28](-[c:32]3[cH:33][cH:34][cH:35][cH:36][cH:37]3)[cH:29][c:30]4=[O:31])[n:20]2)[cH:8][cH:9][cH:10]1>>[NH2:1][CH2:4][c:5]1[cH:6][c:7]([CH2:11][CH:12]([CH3:13])[NH:14][c:15]2[n:16][cH:17][cH:18][c:19]([N:21]3[CH2:22][CH2:23][CH2:24][n:25]4[c:26]3[n:27][c:28](-[c:32]3[cH:33][cH:34][cH:35][cH:36][cH:37]3)[cH:29][c:30]4=[O:31])[n:20]2)[cH:8][cH:9][cH:10]1. The reactants are CN(CC(=O)O)C(=O)C=Cc1ccccc1, COC=O, [H-], [Na+], [Na+], [Na+], O=C([O-])[O-], CN(C)C=O. Product: COC(=O)C(=CO)N(C)C(=O)C=Cc1ccccc1. RXN SMILES: [C:1]([CH:2]=[CH:3][c:4]1[cH:5][cH:6][cH:7][cH:8][cH:9]1)(=[O:10])[N:11]([CH3:12])[CH2:13][C:14](=[O:15])[OH:16].[CH:17](=[O:18])[O:19][CH3:20].[H-:21].[Na+:22].[Na+:28].[Na+:29].[O-:30][C:31](=[O:32])[O-:33].[O:23]=[CH:24][N:25]([CH3:26])[CH3:27]>>[C:1]([CH:2]=[CH:3][c:4]1[cH:5][cH:6][cH:7][cH:8][cH:9]1)(=[O:10])[N:11]([CH3:12])[C:13](=[CH:14][OH:15])[C:17](=[O:18])[O:19][CH3:20]. Reactants: COC1=C2CCCC(C2=CC=C1)C(=O)O (5-methoxy-1,2,3,4-tetrahydronaphthalene-1-carboxylic acid), CN(C1=CC=C(C=C1)CNC1=CC=C(C=C1)C(C)C)C ([(4-dimethylaminophenyl)methyl](4-isopropylphenyl)amine). Product: CN(C1=CC=C(C=C1)CN(C(=O)C1CCCC2=C(C=CC=C12)OC)C1=CC=C(C=C1)C(C)C)C (N-[(4-dimethylaminophenyl)methyl]-N-(4-isopropylphenyl)-5-methoxy-1,2,3,4-tetrahydronaphthalene-1-carboxamide). The yield is 14.8%. As a reaction SMILES: [CH3:1][O:2][C:3]1[CH:12]=[CH:11][CH:10]=[C:9]2[C:4]=1[CH2:5][CH2:6][CH2:7][CH:8]2[C:13]([OH:15])=O.[CH3:16][N:17]([CH3:35])[C:18]1[CH:23]=[CH:22][C:21]([CH2:24][NH:25][C:26]2[CH:31]=[CH:30][C:29]([CH:32]([CH3:34])[CH3:33])=[CH:28][CH:27]=2)=[CH:20][CH:19]=1>>[CH3:16][N:17]([CH3:35])[C:18]1[CH:19]=[CH:20][C:21]([CH2:24][N:25]([C:26]2[CH:31]=[CH:30][C:29]([CH:32]([CH3:33])[CH3:34])=[CH:28][CH:27]=2)[C:13]([CH:8]2[C:9]3[C:4](=[C:3]([O:2][CH3:1])[CH:12]=[CH:11][CH:10]=3)[CH2:5][CH2:6][CH2:7]2)=[O:15])=[CH:22][CH:23]=1. Procedure details: By the reaction and treatment in the same manner as in Example 12 using 5-methoxy-1,2,3,4-tetrahydronaphthalene-1-carboxylic acid (2.0 g) and [(4-dimethylaminophenyl)methyl](4-isopropylphenyl)amine (1.91 g) as starting materials, N-[(4-dimethylaminophenyl)methyl]-N-(4-isopropylphenyl)-5-methoxy-1,2,3,4-tetrahydronaphthalene-1-carboxamide (0.48 g) was obtained. The reactants are CCO, O=C(c1ccc(Cl)cc1)c1ccc(Cl)cc1Cl, Cl, Cl, [K+], NO, [OH-], O. Product: ON=C(c1ccc(Cl)cc1)c1ccc(Cl)cc1Cl. Reaction SMILES: [CH3:25][CH2:26][OH:27].[Cl:1][c:2]1[cH:3][cH:4][c:5]([C:6](=[O:7])[c:8]2[c:9]([Cl:15])[cH:10][c:11]([Cl:14])[cH:12][cH:13]2)[cH:16][cH:17]1.[ClH:18].[ClH:23].[K+:22].[NH2:19][OH:20].[OH-:21].[OH2:24]>>[Cl:1][c:2]1[cH:3][cH:4][c:5]([C:6]([c:8]2[c:9]([Cl:15])[cH:10][c:11]([Cl:14])[cH:12][cH:13]2)=[N:19][OH:20])[cH:16][cH:17]1. Starting materials: C(C)(C)C1=NC(=C(C(=C1CO)C1=C(C=CC=C1)F)C=CCCC)C(C)C (2,6-Diisopropyl-3-hydroxymethyl-4-(2-fluorophenyl)-5-(pent-1-enyl)pyridine). The solvent is C(C)(=O)OCC.CCCCCC (ethyl acetate n-hexane). The product is C(C)(C)C1=NC(=C(C(=C1CO)C1=C(C=CC=C1)F)CCCCC)C(C)C (2,6-Diisopropyl-3-hydroxymethyl-4-(2-fluorophenyl)-5-pentylpyridine). As a reaction SMILES: [CH:1]([C:4]1[C:9]([CH2:10][OH:11])=[C:8]([C:12]2[CH:17]=[CH:16][CH:15]=[CH:14][C:13]=2[F:18])[C:7]([CH:19]=[CH:20][CH2:21][CH2:22][CH3:23])=[C:6]([CH:24]([CH3:26])[CH3:25])[N:5]=1)([CH3:3])[CH3:2]>C(OCC)(=O)C.CCCCCC>[CH:1]([C:4]1[C:9]([CH2:10][OH:11])=[C:8]([C:12]2[CH:17]=[CH:16][CH:15]=[CH:14][C:13]=2[F:18])[C:7]([CH2:19][CH2:20][CH2:21][CH2:22][CH3:23])=[C:6]([CH:24]([CH3:25])[CH3:26])[N:5]=1)([CH3:3])[CH3:2] |f:1.2|. Procedure details: The title compound was prepared from 2,6-diisopropyl-3-hydroxymethyl (2-fluorophenyl)-5-(pent-1-enyl)pyridine (Example 137) by the procedure described in Example 126. 1H NMR (300 MHz, CDCl3): δ 0.78 (t, J=7.0 Hz, 3 H), 1.07-1.40 (m, 18 H), 2.29 (m, 2 H), 3.26 (m, 1 H), 3.46 (m, 1 H), 4.34 (m, 2 H), 7.20 (m, 3 H), 7.42 (m, 1 H). Rf=0.24 (10% ethyl acetate/n-hexane). Starting materials: Cl.FC=1C=C(C=CC1OC(F)(F)F)[C@H](N)C1=NC=CC=C1F ((S)-(3-fluoro-4-(trifluoromethoxy)phenyl)(3-fluoropyridin-2-yl)methanamine hydrochloride), Cl.FC=1C=C(C=CC1OC(F)(F)F)[C@H](N)C1=NC=CC=C1F ((S)-(3-fluoro-4-(trifluoromethoxy)phenyl)(3-fluoropyridin-2-yl)methanamine hydrochloride), N(=C=O)C1=CC=C(C(=O)OCC)C=C1 (ethyl 4-isocyanatobenzoate), C(C)N(C(C)C)C(C)C (N-ethyl-N-isopropylpropan-2-amine). The solvent is C(Cl)Cl (DCM). Run at time 20 minute. The product is FC=1C=C(C=CC1OC(F)(F)F)[C@H](NC(NC1=CC=C(C(=O)OCC)C=C1)=O)C1=NC=CC=C1F ((S)-Ethyl 4-(3-((3-fluoro-4-(trifluoromethoxy)phenyl)(3-fluoropyridin-2-yl)methyl)ureido)benzoate). As a reaction SMILES: Cl.[F:2][C:3]1[CH:4]=[C:5]([C@@H:14]([C:16]2[C:21]([F:22])=[CH:20][CH:19]=[CH:18][N:17]=2)[NH2:15])[CH:6]=[CH:7][C:8]=1[O:9][C:10]([F:13])([F:12])[F:11].[N:23]([C:26]1[CH:36]=[CH:35][C:29]([C:30]([O:32][CH2:33][CH3:34])=[O:31])=[CH:28][CH:27]=1)=[C:24]=[O:25].C(N(C(C)C)C(C)C)C>C(Cl)Cl>[F:2][C:3]1[CH:4]=[C:5]([C@@H:14]([C:16]2[C:21]([F:22])=[CH:20][CH:19]=[CH:18][N:17]=2)[NH:15][C:24](=[O:25])[NH:23][C:26]2[CH:36]=[CH:35][C:29]([C:30]([O:32][CH2:33][CH3:34])=[O:31])=[CH:28][CH:27]=2)[CH:6]=[CH:7][C:8]=1[O:9][C:10]([F:13])([F:12])[F:11] |f:0.1|. Procedure: To a solution of (S)-(3-fluoro-4-(trifluoromethoxy)phenyl)(3-fluoropyridin-2-yl)methanamine hydrochloride (Intermediate 39) (112 mg, 0.329 mmol) and DCM (3 mL) was added ethyl 4-isocyanatobenzoate (65 mg, 0.340 mmol) and N-ethyl-N-isopropylpropan-2-amine (0.172 mL, 0.986 mmol). The solution was stirred at rt. After 20 minutes, the reaction product was adsorbed onto a plug of silica gel and chromatographed through a Redi-Sep®pre-packed silica gel column (4 g), eluting with 70% to 90% EtOAc in hex...